The task is: describe an organic reaction: reactants, conditions, products, and yield. This data is from the Open Reaction Database (ORD), a public repository of structured organic reaction records. Starting materials: N#CBr (cyanogen bromide), C1=C(C=CC2=CC=CC=C12)C(=O)NN (naphthalene-2-carboxylic acid hydrazide), C(O)([O-])=O.[Na+] (sodium hydrogen carbonate). Solvent: C(C)O (ethanol), O1CCOCC1 (dioxane), O (water). Run at time 5 minute. The product is C1=C(C=CC2=CC=CC=C12)C1=NN=C(O1)N (5-Naphthalen-2-yl-[1,3,4]oxadiazol-2-ylamine). Yield: 19.1%. As a reaction SMILES: [CH:1]1[C:10]2[C:5](=[CH:6][CH:7]=[CH:8][CH:9]=2)[CH:4]=[CH:3][C:2]=1[C:11]([NH:13][NH2:14])=[O:12].C(=O)([O-])O.[Na+].[N:20]#[C:21]Br>O1CCOCC1.O.C(O)C>[CH:1]1[C:10]2[C:5](=[CH:6][CH:7]=[CH:8][CH:9]=2)[CH:4]=[CH:3][C:2]=1[C:11]1[O:12][C:21]([NH2:20])=[N:14][N:13]=1 |f:1.2|. Reported procedure: To a stirred solution of naphthalene-2-carboxylic acid hydrazide (0.6 g, 3.22 mmol, prepared as described in example 1) in dioxane (20 ml) was added a solution of sodium hydrogen carbonate (0.27 g, 3.22 mmol) in water (15 ml) and the resulting mixture was stirred for 5 min. To the reaction mixture was added cyanogen bromide (0.35 g, 3.3 mmol) and the mixture was stirred for 3 h at room temperature. The precipitate was filtered off and washed with diethyl ether (2×15 ml) and dried in vacuo at 50°... Procedure: Compound (1f) (0.450 g) was dissolved in dimethyl sulfoxide (hereinafter referred to as DMSO, 2 mL) and ethanol (4 mL). An aqueous sodium hydroxide solution (4 M, 0.851 mL) and a 30% hydrogen peroxide solution (0.193 mL) were added to the resulting solution in this order at room temperature, followed by stirring for 30 min. Water was added to the reaction solution, the reaction solution was distributed between ethyl acetate and water, and the organic layer was washed with saturated saline. The o... The reactants are C(C)O (ethanol), O[C@@H]1CC[C@H](CC1)NC1=C(C#N)C=CC(=C1)N1N=C(C=2C1=NC=CC2C=2C=NC1=CC=CC=C1C2)C(F)(F)F (2-(Trans-4-hydroxycyclohexylamino)-4-{4-(quinolin-3-yl)-3-(trifluoromethyl)-1H-pyrazolo[3,4-b]pyridin-yl}benzonitrile), [OH-].[Na+] (sodium hydroxide), OO (hydrogen peroxide). Conditions: time 30 minute. Isolated yield 65.0%. RXN SMILES: [OH:1][C@H:2]1[CH2:7][CH2:6][C@H:5]([NH:8][C:9]2[CH:16]=[C:15]([N:17]3[C:21]4=[N:22][CH:23]=[CH:24][C:25]([C:26]5[CH:27]=[N:28][C:29]6[C:34]([CH:35]=5)=[CH:33][CH:32]=[CH:31][CH:30]=6)=[C:20]4[C:19]([C:36]([F:39])([F:38])[F:37])=[N:18]3)[CH:14]=[CH:13][C:10]=2[C:11]#[N:12])[CH2:4][CH2:3]1.C([OH:42])C.[OH-].[Na+].OO>CS(C)=O.O.C(OCC)(=O)C>[OH:1][C@H:2]1[CH2:3][CH2:4][C@H:5]([NH:8][C:9]2[CH:16]=[C:15]([N:17]3[C:21]4=[N:22][CH:23]=[CH:24][C:25]([C:26]5[CH:27]=[N:28][C:29]6[C:34]([CH:35]=5)=[CH:33][CH:32]=[CH:31][CH:30]=6)=[C:20]4[C:19]([C:36]([F:39])([F:38])[F:37])=[N:18]3)[CH:14]=[CH:13][C:10]=2[C:11]([NH2:12])=[O:42])[CH2:6][CH2:7]1 |f:2.3|. Product: O[C@@H]1CC[C@H](CC1)NC1=C(C(=O)N)C=CC(=C1)N1N=C(C=2C1=NC=CC2C=2C=NC1=CC=CC=C1C2)C(F)(F)F (2-(Trans-4-hydroxycyclohexylamino)-4-{4-(quinolin-3-yl)-3-(trifluoromethyl)-1H-pyrazolo[3,4-b]pyridin-1-yl}benzamide). Run in C(C)(=O)OCC (ethyl acetate), O (Water), O (water), CS(=O)C (dimethyl sulfoxide), CS(=O)C (DMSO). Starting materials: [Al+3], O=C1CCC2=C(CCc3cc(F)ccc32)N1, [H-], [H-], [H-], [H-], [Li+], [Na+], C1CCOC1, [OH-]. The product is Fc1ccc2c(c1)CCC1=C2CCCN1. RXN SMILES: [Al+3:18].[F:1][c:2]1[cH:3][c:4]2[c:5]([cH:15][cH:16]1)[C:6]1=[C:11]([NH:10][C:9](=[O:14])[CH2:8][CH2:7]1)[CH2:12][CH2:13]2.[H-:17].[H-:20].[H-:21].[H-:22].[Li+:19].[Na+:24].[O:25]1[CH2:26][CH2:27][CH2:28][CH2:29]1.[OH-:23]>>[F:1][c:2]1[cH:3][c:4]2[c:5]([cH:15][cH:16]1)[C:6]1=[C:11]([NH:10][CH2:9][CH2:8][CH2:7]1)[CH2:12][CH2:13]2. The reactants are C1CCOC1, O=C=Nc1cccc(Cl)c1Cl, CCC1(C)C(=O)NCCN1C(=O)c1cc(C(C)(C)C)sc1N. Product: CCC1(C)C(=O)NCCN1C(=O)c1cc(C(C)(C)C)sc1NC(=O)Nc1cccc(Cl)c1Cl. Reaction SMILES: [CH2:34]1[O:35][CH2:36][CH2:37][CH2:38]1.[Cl:23][c:24]1[c:25]([Cl:33])[c:26]([N:30]=[C:31]=[O:32])[cH:27][cH:28][cH:29]1.[NH2:1][c:2]1[s:3][c:4]([C:19]([CH3:20])([CH3:21])[CH3:22])[cH:5][c:6]1[C:7](=[O:8])[N:9]1[C:10]([CH3:16])([CH2:17][CH3:18])[C:11](=[O:15])[NH:12][CH2:13][CH2:14]1>>[NH:1]([c:2]1[s:3][c:4]([C:19]([CH3:20])([CH3:21])[CH3:22])[cH:5][c:6]1[C:7](=[O:8])[N:9]1[C:10]([CH3:16])([CH2:17][CH3:18])[C:11](=[O:15])[NH:12][CH2:13][CH2:14]1)[C:31]([NH:30][c:26]1[c:25]([Cl:33])[c:24]([Cl:23])[cH:29][cH:28][cH:27]1)=[O:32]. Reactants: colorless crystals, C([O-])(O)=O.[Na+] (sodium bicarbonate), [Cl-].O[NH3+] (hydroxylammonium chloride), C([O-])(O)=O.[Na+] (sodium bicarbonate), [Cl-].O[NH3+] (hydroxylammonium chloride), ClC=1C=CC2=C(C(=NCC(N2)=S)C2=C(C=CC=C2)F)C1 (7-chloro-5-(2-fluorophenyl)-1,3-dihydro-2H-1,4-benzodiazepine-2-thione), C1(=CC=CC=C1)N=C=O (phenylisocyanate). Solvent: C(C)(C)O (isopropanol), O1CCOCC1 (dioxane), CN(C=O)C (dimethylformamide). Conditions: time 8 hour. The product is ClC=1C=CC2=C(C(=NCC(=N2)NOC(NC2=CC=CC=C2)=O)C2=C(C=CC=C2)F)C1 (7-Chloro-5-(2-fluorophenyl)-2-phenylcarbamoyloxyamino-3H-1,4-benzodiazepine). RXN SMILES: [C:1](=[O:4])(O)[O-:2].[Na+].[Cl-].O[NH3+:8].[Cl:9][C:10]1[CH:11]=[CH:12][C:13]2[NH:19][C:18](=S)[CH2:17][N:16]=[C:15]([C:21]3[CH:26]=[CH:25][CH:24]=[CH:23][C:22]=3[F:27])[C:14]=2[CH:28]=1.[C:29]1([N:35]=C=O)[CH:34]=[CH:33][CH:32]=[CH:31][CH:30]=1>O1CCOCC1.CN(C)C=O.C(O)(C)C>[Cl:9][C:10]1[CH:11]=[CH:12][C:13]2[N:19]=[C:18]([NH:8][O:2][C:1](=[O:4])[NH:35][C:29]3[CH:34]=[CH:33][CH:32]=[CH:31][CH:30]=3)[CH2:17][N:16]=[C:15]([C:21]3[CH:26]=[CH:25][CH:24]=[CH:23][C:22]=3[F:27])[C:14]=2[CH:28]=1 |f:0.1,2.3|. Reported procedure: 0.6 g of sodium bicarbonate and 0.5 g of hydroxylammonium chloride are added to 2 g of 7-chloro-5-(2-fluorophenyl)-1,3-dihydro-2H-1,4-benzodiazepine-2-thione in 40 ml of dioxane and 20 ml of dimethylformamide and the mixture is stirred for 8 hours at room temperature. Further addition of 0.2 g of sodium bicarbonate and 0.2 g of hydroxylammonium chloride, stirring for 1/2 hour at 50° C. and addition of 0.8 ml of phenylisocyanate yields, after the usual working up process, 0.7 g of colorless cryst... Starting materials: CCO, CCOC(=O)c1cc(-c2cccc(CO)c2)nc2c1cnn2C(C)C. The product is CC(C)n1ncc2c(C(=O)O)cc(-c3cccc(CO)c3)nc21. Reaction SMILES: [CH3:26][CH2:27][OH:28].[OH:1][CH2:2][c:3]1[cH:4][c:5](-[c:9]2[cH:10][c:11]([C:21](=[O:22])[O:23][CH2:24][CH3:25])[c:12]3[c:13]([n:14]2)[n:15]([CH:18]([CH3:19])[CH3:20])[n:16][cH:17]3)[cH:6][cH:7][cH:8]1>>[OH:1][CH2:2][c:3]1[cH:4][c:5](-[c:9]2[cH:10][c:11]([C:21](=[O:22])[OH:23])[c:12]3[c:13]([n:14]2)[n:15]([CH:18]([CH3:19])[CH3:20])[n:16][cH:17]3)[cH:6][cH:7][cH:8]1. Starting materials: ClC1=C2C(=NC=C1C=1C=C(C=CC1)C(=O)C=1OC=CN1)N(C=C2C2=C(C=CC=C2)F)COCC[Si](C)(C)C ({3-[4-chloro-3-(2-fluoro-phenyl)-1-(2-trimethylsilanyl-ethoxymethyl)-1H-pyrrolo[2,3-b]pyridin-5-yl]-phenyl}-oxazol-2-yl-methanone), [BH4-].[Na+] (NaBH4). Solvent: CO (MeOH), CO (MeOH). Run at time 1 hour. The product is ClC1=C2C(=NC=C1C=1C=C(C=CC1)C(O)C=1OC=CN1)N(C=C2C2=C(C=CC=C2)F)COCC[Si](C)(C)C ({3-[4-chloro-3-(2-fluoro-phenyl)-1-(2-trimethylsilanyl-ethoxymethyl)-1H-pyrrolo[2,3-b]pyridin-5-yl]-phenyl}-oxazol-2-yl-methanol). The yield is 72.7%. As a reaction SMILES: [Cl:1][C:2]1[C:7]([C:8]2[CH:9]=[C:10]([C:14]([C:16]3[O:17][CH:18]=[CH:19][N:20]=3)=[O:15])[CH:11]=[CH:12][CH:13]=2)=[CH:6][N:5]=[C:4]2[N:21]([CH2:31][O:32][CH2:33][CH2:34][Si:35]([CH3:38])([CH3:37])[CH3:36])[CH:22]=[C:23]([C:24]3[CH:29]=[CH:28][CH:27]=[CH:26][C:25]=3[F:30])[C:3]=12.[BH4-].[Na+]>CO>[Cl:1][C:2]1[C:7]([C:8]2[CH:9]=[C:10]([CH:14]([C:16]3[O:17][CH:18]=[CH:19][N:20]=3)[OH:15])[CH:11]=[CH:12][CH:13]=2)=[CH:6][N:5]=[C:4]2[N:21]([CH2:31][O:32][CH2:33][CH2:34][Si:35]([CH3:38])([CH3:37])[CH3:36])[CH:22]=[C:23]([C:24]3[CH:29]=[CH:28][CH:27]=[CH:26][C:25]=3[F:30])[C:3]=12 |f:1.2|. Procedure: A solution of {3-[4-chloro-3-(2-fluoro-phenyl)-1-(2-trimethylsilanyl-ethoxymethyl)-1H-pyrrolo[2,3-b]pyridin-5-yl]-phenyl}-oxazol-2-yl-methanone (22 mg, 0.040 mmol) in MeOH (0.25 mL) was added to a cold suspension (0° C.) of NaBH4 (1.59 mg, 0.042 mmol) in MeOH (0.25 mL). After 1 h, the mixture was quenched by addition of saturated ammonium chloride and the solution was concentrated to a solid. The residue was triturated with ethyl acetate to afford {3-[4-chloro-3-(2-fluoro-phenyl)-1-(2-trimethyls... Starting materials: C(C)N(C(=O)C1CC1)CC1=C(C=CC(=C1)C(F)(F)F)B1OC(C(O1)(C)C)(C)C (cyclopropanecarboxylic acid ethyl-[2-(4,4,5,5-tetramethyl-[1,3,2]dioxaborolan-2-yl)-5-trifluoromethyl-benzyl]amide), COC(CC1=CC(=CC(=C1)C(F)(F)F)OS(=O)(=O)C(F)(F)F)=O ((3-trifluoromethanesulfonyloxy-5-trifluoromethyl-phenyl)-acetic acid methyl ester). Product: COC(CC=1C=C(C=C(C1)C(F)(F)F)C1=C(C=C(C=C1)C(F)(F)F)CN(CC)C(=O)C1CC1)=O ({2′-[(Cyclopropanecarbonyl-ethyl-amino)-methyl]-5,4′-bis-trifluoromethyl-biphenyl-3-yl}-acetic acid methyl ester). As a reaction SMILES: [CH2:1]([N:3]([CH2:9][C:10]1[CH:15]=[C:14]([C:16]([F:19])([F:18])[F:17])[CH:13]=[CH:12][C:11]=1B1OC(C)(C)C(C)(C)O1)[C:4]([CH:6]1[CH2:8][CH2:7]1)=[O:5])[CH3:2].[CH3:29][O:30][C:31](=[O:51])[CH2:32][C:33]1[CH:38]=[C:37]([C:39]([F:42])([F:41])[F:40])[CH:36]=[C:35](OS(C(F)(F)F)(=O)=O)[CH:34]=1>>[CH3:29][O:30][C:31](=[O:51])[CH2:32][C:33]1[CH:34]=[C:35]([C:11]2[CH:12]=[CH:13][C:14]([C:16]([F:17])([F:18])[F:19])=[CH:15][C:10]=2[CH2:9][N:3]([C:4]([CH:6]2[CH2:7][CH2:8]2)=[O:5])[CH2:1][CH3:2])[CH:36]=[C:37]([C:39]([F:41])([F:40])[F:42])[CH:38]=1. Reported procedure: Prepared according to the procedure described in Example 1, Step 4, using the following starting materials: cyclopropanecarboxylic acid ethyl-[2-(4,4,5,5-tetramethyl-[1,3,2]dioxaborolan-2-yl)-5-trifluoromethyl-benzyl]amide and (3-trifluoromethanesulfonyloxy-5-trifluoromethyl-phenyl)-acetic acid methyl ester. Reactants: ClC=1C=C(C=CC1)NC1=NC=CC(=N1)C1=CC(=NC=C1)NN ((3-Chloro-phenyl)-[4-(2-hydrazino-pyridin-4-yl)-pyrimidin-2-yl]-amine), C(/C(/Cl)=C(/Cl)\C=O)(=O)O (Mucochloric acid). Run in C(C)(=O)O (acetic acid). Conditions: temperature 125 celsius. Product: ClC=1C(N(N=CC1Cl)C1=NC=CC(=C1)C1=NC(=NC=C1)NC1=CC(=CC=C1)Cl)=O (4,5-Dichloro-2-{4-[2-(3-chloro-phenylamino)-pyrimidin-4-yl]-pyridin-2-yl}-2H-pyridazin-3-one). Yield: 43.6%. Reaction SMILES: [Cl:1][C:2]1[CH:3]=[C:4]([NH:8][C:9]2[N:14]=[C:13]([C:15]3[CH:20]=[CH:19][N:18]=[C:17]([NH:21][NH2:22])[CH:16]=3)[CH:12]=[CH:11][N:10]=2)[CH:5]=[CH:6][CH:7]=1.[C:23](O)(=[O:30])/[C:24](=[C:26](\[CH:28]=O)/[Cl:27])/[Cl:25]>C(O)(=O)C>[Cl:25][C:24]1[C:23](=[O:30])[N:21]([C:17]2[CH:16]=[C:15]([C:13]3[CH:12]=[CH:11][N:10]=[C:9]([NH:8][C:4]4[CH:5]=[CH:6][CH:7]=[C:2]([Cl:1])[CH:3]=4)[N:14]=3)[CH:20]=[CH:19][N:18]=2)[N:22]=[CH:28][C:26]=1[Cl:27]. Procedure details: To a suspension of (3-Chloro-phenyl)-[4-(2-hydrazino-pyridin-4-yl)-pyrimidin-2-yl]-amine (5 g) in acetic acid (80 mL) was added 2.8 g of Mucochloric acid. The mixture was heated at 125° C. for 4 h. The solvent was concentrated and the crude was poured into water (500 mL). The suspension was neutralised by addition of solid potassium carbonate until pH 7. The aqueous phase was extracted with ethyl acetate (3×200 mL). The organic phases were combined, dried over MgSO4, and concentrated. Flash sili... Reactants: NCC1CC1 ((aminomethyl)cyclopropane), NC1=CC=C(C=N1)NC(=O)C=1C=C(C(=O)O)C=CC1C (3-((6-aminopyridin-3-yl)carbamoyl)-4-methylbenzoic acid), C(Cl)Cl (DCM), Cl.CN(CCCN=C=NCC)C (1-(3-dimethylaminopropyl)-3-ethylcarbodiimide hydrochloride). The solvent is CN(C)C=O (DMF). Conditions: time 16 hour. Yields the product NC1=CC=C(C=N1)NC(C=1C=C(C(=O)NCC2CC2)C=CC1C)=O (N3-(6-aminopyridin-3-yl)-N1-(cyclopropylmethyl)-4-methylisophthalamide). Reaction SMILES: [NH2:1][C:2]1[N:7]=[CH:6][C:5]([NH:8][C:9]([C:11]2[CH:12]=[C:13]([CH:17]=[CH:18][C:19]=2[CH3:20])[C:14]([OH:16])=O)=[O:10])=[CH:4][CH:3]=1.C(Cl)Cl.Cl.CN(C)CCCN=C=NCC.[NH2:36][CH2:37][CH:38]1[CH2:40][CH2:39]1>CN(C=O)C>[NH2:1][C:2]1[N:7]=[CH:6][C:5]([NH:8][C:9](=[O:10])[C:11]2[CH:12]=[C:13]([CH:17]=[CH:18][C:19]=2[CH3:20])[C:14]([NH:36][CH2:37][CH:38]2[CH2:40][CH2:39]2)=[O:16])=[CH:4][CH:3]=1 |f:2.3|. Reported procedure: In a round-bottomed flask was charged 3-((6-aminopyridin-3-yl)carbamoyl)-4-methylbenzoic acid (70 mg, 0.26 mmol), DCM (1 ml), and DMF (1 ml). 1-(3-dimethylaminopropyl)-3-ethylcarbodiimide hydrochloride (74 mg, 0.39 mmol) was then added. The reaction mixture was stirred for 10 min before (aminomethyl)cyclopropane (27 μl, 0.31 mmol) was introduced. The reaction mixture was stirred at RT under N2 for 16 h. The reaction was partitioned between DCM (15 ml) and brine (10 mL). The aqueous layer was bac...